This data is from the Open Reaction Database (ORD), a public repository of structured organic reaction records. The task is: describe an organic reaction: reactants, conditions, products, and yield Starting materials: CC=1C=CC(=C(C(=O)O)C1)N1N=CC=N1 (5-methyl-2-(2H-1,2,3-triazol-2-yl)benzoic acid), FC1=CC(=C(C(=O)O)C=C1F)I (4,5-difluoro-2-iodobenzoic acid), N1N=NC=C1 (1,2,3-triazole). Product: FC1=CC(=C(C(=O)O)C=C1F)N1N=CC=N1 (4,5-Difluoro-2-(2H-1,2,3-triazol-2-yl)benzoic acid). Reaction SMILES: CC1C=CC([N:11]2[N:15]=[CH:14][CH:13]=[N:12]2)=C(C=1)C(O)=O.[F:16][C:17]1[C:25]([F:26])=[CH:24][C:20]([C:21]([OH:23])=[O:22])=[C:19](I)[CH:18]=1.N1C=CN=N1>>[F:16][C:17]1[C:25]([F:26])=[CH:24][C:20]([C:21]([OH:23])=[O:22])=[C:19]([N:11]2[N:15]=[CH:14][CH:13]=[N:12]2)[CH:18]=1. Procedure: The title compound was prepared following the same general protocol as described for 5-methyl-2-(2H-1,2,3-triazol-2-yl)benzoic acid in Example A11 using 4,5-difluoro-2-iodobenzoic acid and 1,2,3-triazole. ESI-MS (m/z): 226 [M+1]+.